describe an organic reaction: reactants, conditions, products, and yield From a dataset of the Open Reaction Database (ORD), a public repository of structured organic reaction records. Starting materials: ClC1=NC=C(C(=C1)Cl)C1CC1 (2,4-dichloro-5-cyclopropyl-pyridine), C(#N)[Zn]C#N (dicyanozinc). Reagents/catalysts: C1=CC=C(C=C1)P([C-]2C=CC=C2)C3=CC=CC=C3.C1=CC=C(C=C1)P([C-]2C=CC=C2)C3=CC=CC=C3.[Fe+2] (DPPF), C=1C=CC(=CC1)/C=C/C(=O)/C=C/C2=CC=CC=C2.C=1C=CC(=CC1)/C=C/C(=O)/C=C/C2=CC=CC=C2.C=1C=CC(=CC1)/C=C/C(=O)/C=C/C2=CC=CC=C2.[Pd].[Pd] (Pd2dba3). The solvent is CN(C)C=O (DMF). Run at temperature 100 celsius. Product: ClC1=CC(=NC=C1C1CC1)C#N (4-chloro-5-cyclopropyl-pyridine-2-carbonitrile). The yield is 73.2%. Reaction SMILES: Cl[C:2]1[CH:7]=[C:6]([Cl:8])[C:5]([CH:9]2[CH2:11][CH2:10]2)=[CH:4][N:3]=1.[C:12]([Zn]C#N)#[N:13]>CN(C=O)C.C1C=CC(P(C2C=CC=CC=2)[C-]2C=CC=C2)=CC=1.C1C=CC(P(C2C=CC=CC=2)[C-]2C=CC=C2)=CC=1.[Fe+2].C1C=CC(/C=C/C(/C=C/C2C=CC=CC=2)=O)=CC=1.C1C=CC(/C=C/C(/C=C/C2C=CC=CC=2)=O)=CC=1.C1C=CC(/C=C/C(/C=C/C2C=CC=CC=2)=O)=CC=1.[Pd].[Pd]>[Cl:8][C:6]1[C:5]([CH:9]2[CH2:11][CH2:10]2)=[CH:4][N:3]=[C:2]([C:12]#[N:13])[CH:7]=1 |f:3.4.5,6.7.8.9.10|. Procedure: To a stirred solution of 2,4-dichloro-5-cyclopropyl-pyridine (example 145a, 2.2 g, 11.76 mmol) in DMF (10 ml) and purged the reaction mixture argon for 10 minutes. To this reaction was added dicyanozinc (926 mg, 7.65 mmol) followed by DPPF (520 mg, 1.02 mmol) and Pd2dba3 (535 mg, 0.58 mmol) at 25° C. and the reaction mixture was again purged with argon for 10 min. The reaction mixture was heated up to 100° C. for 1 hour. The catalyst was filtered off and the solution was diluted with ethyl aceta... Starting materials: BrC1=CC2=C(NC(=N2)COC2=CC=C(C=C2)C(F)(F)F)C=C1 (5-bromo-2-(4-trifluoromethyl-phenoxymethyl)-1H-benzoimidazole), C(C)(C)(C)NS(=O)(=O)C1=C(C=C(C=C1)C(F)(F)F)B1OC(C(O1)(C)C)(C)C (N-tert-butyl-2-(4,4,5,5-tetramethyl-[1,3,2]dioxaborolan-2-yl)-4-trifluoromethyl-benzenesulfonamide), C([O-])([O-])=O.[Na+].[Na+] (sodium carbonate), 1,1′-[bis(di-tert-butylphosphino)ferrocene] palladium dichloride. Solvent: COCCOC (DME), O (H2O). Reaction conditions: temperature 80 celsius. The product is FC(C1=CC(=C(C=C1)S(=O)(=O)N)C1=CC2=C(NC(=N2)COC2=CC=C(C=C2)C(F)(F)F)C=C1)(F)F (4-trifluoromethyl-2-[2-(4-trifluoromethyl-phenoxymethyl)-1H-benzoimidazol-5-yl]-benzenesulfonamide). RXN SMILES: Br[C:2]1[CH:22]=[CH:21][C:5]2[NH:6][C:7]([CH2:9][O:10][C:11]3[CH:16]=[CH:15][C:14]([C:17]([F:20])([F:19])[F:18])=[CH:13][CH:12]=3)=[N:8][C:4]=2[CH:3]=1.C([NH:27][S:28]([C:31]1[CH:36]=[CH:35][C:34]([C:37]([F:40])([F:39])[F:38])=[CH:33][C:32]=1B1OC(C)(C)C(C)(C)O1)(=[O:30])=[O:29])(C)(C)C.C(=O)([O-])[O-].[Na+].[Na+]>COCCOC.O>[F:40][C:37]([F:38])([F:39])[C:34]1[CH:33]=[CH:32][C:31]([S:28]([NH2:27])(=[O:29])=[O:30])=[C:36]([C:2]2[CH:22]=[CH:21][C:5]3[NH:6][C:7]([CH2:9][O:10][C:11]4[CH:16]=[CH:15][C:14]([C:17]([F:20])([F:19])[F:18])=[CH:13][CH:12]=4)=[N:8][C:4]=3[CH:3]=2)[CH:35]=1 |f:2.3.4|. Procedure: A mixture of 5-bromo-2-(4-trifluoromethyl-phenoxymethyl)-1H-benzoimidazole (0.100 g, 0.269 mmol, from Example 1.1), N-tert-butyl-2-(4,4,5,5-tetramethyl-[1,3,2]dioxaborolan-2-yl)-4-trifluoromethyl-benzenesulfonamide (0.165 g, 0.404 mmol), sodium carbonate (0.171 g, 1.61 mmol), and 1,1′-[bis(di-tert-butylphosphino)ferrocene]-palladium dichloride (0.035 g, 0.0538 mmol) in DME (2 mL) and H2O (0.5 mL) was heated at 80° C. for 12 hours. The reaction mixture was concentrated under reduced pressure to p... Reactants: CN(C)C(=[N+](C)C)ON1C2=C(C=CC=C2)N=N1.[B-](F)(F)(F)F (TBTU), N([C@@H](C(C)(C)C)C(=O)O)C(=O)OCC1=CC=CC=C1 (Z-Tle), N[C@@H](CC(C)C)C(=O)OCC.Cl (Leu-OEt HCl), CN1CCOCC1 (N-methyl morpholine). Solvent: CN(C)C=O (DMF). Reaction conditions: temperature 0 celsius, time 15 minute. The product is N([C@@H](C(C)(C)C)C(=O)N[C@@H](CC(C)C)C(=O)OCC)C(=O)OCC1=CC=CC=C1 (Z-Tle-Leu-OEt). Isolated yield 100.3%. RXN SMILES: [NH:1]([C:10]([O:12][CH2:13][C:14]1[CH:19]=[CH:18][CH:17]=[CH:16][CH:15]=1)=[O:11])[C@H:2]([C:7]([OH:9])=O)[C:3]([CH3:6])([CH3:5])[CH3:4].[NH2:20][C@H:21]([C:26]([O:28][CH2:29][CH3:30])=[O:27])[CH2:22][CH:23]([CH3:25])[CH3:24].Cl.CN1CCOCC1.CN(C(ON1N=NC2C=CC=CC1=2)=[N+](C)C)C.[B-](F)(F)(F)F>CN(C=O)C>[NH:1]([C:10]([O:12][CH2:13][C:14]1[CH:19]=[CH:18][CH:17]=[CH:16][CH:15]=1)=[O:11])[C@H:2]([C:7]([NH:20][C@H:21]([C:26]([O:28][CH2:29][CH3:30])=[O:27])[CH2:22][CH:23]([CH3:25])[CH3:24])=[O:9])[C:3]([CH3:4])([CH3:5])[CH3:6] |f:1.2,4.5|. Procedure: Z-Tle (15.6 g, 59.1 mmol), Leu-OEt HCl (11.56 g, 59.1 mmol), and N-methyl morpholine (NMM) (12.75 mL) are mixed with 45 mL of DMF and a cloudy suspension forms. The mixture is cooled to 0° C. and treated with TBTU (19.1 g, 59.48 mmol), then stirred at 0° C. for 15 minutes, then removed from the cold bath and stirred for 1.5 hours. The mixture is poured into 500 mL of a saturated solution of sodium carbonate which is then extracted with two 350 mL portions of ethyl acetate. The combined organic e... Starting materials: C(C)OC(=O)C1N=COC1C(=C)CCC (5-(penten-2-yl)-2-oxazoline-4-carboxylic acid ethyl ester), S(=O)(Br)Br (thionyl bromide), P(OC)(OC)OC (trimethyl phosphite), C(C)OC(C(C(C(=C)CCC)O)NC=O)=O (2-formylamino-3-hydroxy-4-propyl-4-pentenoic acid ethyl ester), C(C)OC(C(C(C(=C)CCC)O)NC=O)=O (2-formylamino-3-hydroxy-4-propyl-4-pentenoic acid ethyl ester). Yields the product C(C)OC(C(\C=C(\CP(=O)(OC)OC)/CCC)NC=O)=O (E-2-formylamino-4-propyl-5-dimethylphosphono-3-pentenoic acid ethyl ester). RXN SMILES: [CH2:1]([O:3][C:4]([CH:6]1[CH:10]([C:11]([CH2:13][CH2:14][CH3:15])=[CH2:12])[O:9][CH:8]=[N:7]1)=[O:5])[CH3:2].C(OC(=O)C(NC=O)C(O)C(CCC)=C)C.S(Br)(Br)=O.[P:36]([O:41]C)([O:39][CH3:40])[O:37][CH3:38]>>[CH2:1]([O:3][C:4](=[O:5])[CH:6]([NH:7][CH:8]=[O:9])/[CH:10]=[C:11](\[CH2:13][CH2:14][CH3:15])/[CH2:12][P:36]([O:39][CH3:40])([O:37][CH3:38])=[O:41])[CH3:2]. Procedure: The starting material is manufactured as follows: Reaction of 2-methylene-pentanal with isocyanoacetic acid ethyl ester analogously to Example 1 yields 5-(penten-2-yl)-2-oxazoline-4-carboxylic acid ethyl ester. By hydrolysis of the 5-(penten-2-yl)-2-oxazoline-4-carboxylic acid ethyl ester in a manner analogous to that described in Example 15, 2-formylamino-3-hydroxy-4-propyl-4-pentenoic acid ethyl ester is obtained.Reaction of the 2-formylamino-3-hydroxy-4-propyl-4-pentenoic acid ethyl ester wit... Reactants: CS(=O)(=O)Cl (methanesulfonyl chloride), C([O-])(O)=O.[Na+] (sodium bicarbonate), [H-].[Na+] (sodium hydride), C(C1=CC=CC=C1)OC=1C=C2C=CC(=C(C2=CC1)O)Br (6-benzyloxy-2-bromo-naphthalen-1-ol). Run in C1CCOC1 (THF), O (water). The product is C(C1=CC=CC=C1)OC=1C=C2C=CC(=C(C2=CC1)OS(=O)(=O)C)Br (methanesulfonic acid 6-benzyloxy-2-bromo-naphthalen-1-yl ester). The yield is 80.0%. As a reaction SMILES: [H-].[Na+].[CH2:3]([O:10][C:11]1[CH:12]=[C:13]2[C:18](=[CH:19][CH:20]=1)[C:17]([OH:21])=[C:16]([Br:22])[CH:15]=[CH:14]2)[C:4]1[CH:9]=[CH:8][CH:7]=[CH:6][CH:5]=1.[CH3:23][S:24](Cl)(=[O:26])=[O:25].C(=O)(O)[O-].[Na+]>C1COCC1.O>[CH2:3]([O:10][C:11]1[CH:12]=[C:13]2[C:18](=[CH:19][CH:20]=1)[C:17]([O:21][S:24]([CH3:23])(=[O:26])=[O:25])=[C:16]([Br:22])[CH:15]=[CH:14]2)[C:4]1[CH:5]=[CH:6][CH:7]=[CH:8][CH:9]=1 |f:0.1,4.5|. Reported procedure: Add sodium hydride (24 g, 0.6 mmol) portionwise to a solution of 6-benzyloxy-2-bromo-naphthalen-1-ol (179 g, 0.54 mol) in THF (3.0 L) at 0° C. Add methanesulfonyl chloride (47 mL, 0.61 mol) over 45 minutes and stir the reaction for 1.5 hours at 10° C. Add sodium bicarbonate solution (500 mL) and water (500 ml). Separate the layers and extract the aqueous layer with ethyl acetate (500 mL×2). Combine the organic layers and wash with brine (200 mL). Dry with magnesium sulfate, filter and concentrat... Starting materials: CC(C)(C)OC(=O)N1CCN(Cc2cccc3[nH]nnc23)CC1, CCOC(=O)C(F)(F)Br, C1CCOC1, [Na+], O=C([O-])O, [Zn]. The product is CCOC(=O)C(F)(F)CN1CCN(C(=O)OC(C)(C)C)CC1. As a reaction SMILES: [C:10]([CH3:11])([CH3:12])([CH3:13])[O:14][C:15](=[O:16])[N:17]1[CH2:18][CH2:19][N:20]([CH2:23][c:24]2[c:25]3[n:26][n:27][nH:28][c:29]3[cH:30][cH:31][cH:32]2)[CH2:21][CH2:22]1.[CH2:1]([CH3:2])[O:3][C:4]([C:5]([F:6])([F:7])[Br:8])=[O:9].[CH2:38]1[O:39][CH2:40][CH2:41][CH2:42]1.[Na+:37].[O-:33][C:34]([OH:35])=[O:36].[Zn:43]>>[CH2:1]([CH3:2])[O:3][C:4]([C:5]([F:6])([F:7])[CH2:23][N:20]1[CH2:19][CH2:18][N:17]([C:15]([O:14][C:10]([CH3:11])([CH3:12])[CH3:13])=[O:16])[CH2:22][CH2:21]1)=[O:9]. The product is CC(C)(C)OC(=O)NC1CN(c2cc(-n3[nH]cc(-c4cccnc4)c3=O)ncn2)C1. RXN SMILES: [CH3:32][CH2:33][OH:34].[Cl:1][c:2]1[cH:3][c:4](-[n:8]2[nH:9][cH:10][c:11](-[c:14]3[cH:15][n:16][cH:17][cH:18][cH:19]3)[c:12]2=[O:13])[n:5][cH:6][n:7]1.[NH:20]1[CH2:21][CH:22]([NH:24][C:25]([O:26][C:27]([CH3:28])([CH3:29])[CH3:30])=[O:31])[CH2:23]1>>[c:2]1([N:20]2[CH2:21][CH:22]([NH:24][C:25]([O:26][C:27]([CH3:28])([CH3:29])[CH3:30])=[O:31])[CH2:23]2)[cH:3][c:4](-[n:8]2[nH:9][cH:10][c:11](-[c:14]3[cH:15][n:16][cH:17][cH:18][cH:19]3)[c:12]2=[O:13])[n:5][cH:6][n:7]1. Reactants: CCO, O=c1c(-c2cccnc2)c[nH]n1-c1cc(Cl)ncn1, CC(C)(C)OC(=O)NC1CNC1.